This data is from the Open Reaction Database (ORD), a public repository of structured organic reaction records. The task is: describe an organic reaction: reactants, conditions, products, and yield The reactants are Cc1ccccc1, O=C(Cl)Cl, OCCC1c2ccccc2-c2ccccc21. Yields the product O=C(Cl)OCCC1c2ccccc2-c2ccccc21. As a reaction SMILES: [CH3:21][c:22]1[cH:23][cH:24][cH:25][cH:26][cH:27]1.[Cl:1][C:2]([Cl:3])=[O:4].[cH:5]1[cH:6][cH:7][cH:8][c:9]2[c:17]1[CH:16]([CH2:18][CH2:19][OH:20])[c:15]1[c:10]-2[cH:11][cH:12][cH:13][cH:14]1>>[Cl:1][C:2](=[O:4])[O:20][CH2:19][CH2:18][CH:16]1[c:15]2[c:10]([cH:11][cH:12][cH:13][cH:14]2)-[c:9]2[cH:8][cH:7][cH:6][cH:5][c:17]21. The reactants are CCCCCOc1ccc(-c2cc(-c3ccc(C(=O)OCC)cc3)no2)cc1, CCO, Cl, [Na+], C1CCOC1, [OH-]. Product: CCCCCOc1ccc(-c2cc(-c3ccc(C(=O)O)cc3)no2)cc1. As a reaction SMILES: [CH2:1]([CH2:2][CH2:3][CH2:4][CH3:5])[O:6][c:7]1[cH:8][cH:9][c:10](-[c:13]2[cH:14][c:15](-[c:18]3[cH:19][cH:20][c:21]([C:22](=[O:23])[O:24][CH2:25][CH3:26])[cH:27][cH:28]3)[n:16][o:17]2)[cH:11][cH:12]1.[CH3:32][CH2:33][OH:34].[ClH:31].[Na+:30].[O:35]1[CH2:36][CH2:37][CH2:38][CH2:39]1.[OH-:29]>>[CH2:1]([CH2:2][CH2:3][CH2:4][CH3:5])[O:6][c:7]1[cH:8][cH:9][c:10](-[c:13]2[cH:14][c:15](-[c:18]3[cH:19][cH:20][c:21]([C:22](=[O:23])[OH:24])[cH:27][cH:28]3)[n:16][o:17]2)[cH:11][cH:12]1. Reactants: ClC1=C(C(=O)OC(C)C)C=C(C(=C1)F)N1C(=NC(=CC1=O)C(F)(F)F)Cl (isopropyl 2-chloro-5-[2-chloro-6-oxo-4-trifluoromethyl-1(6H)-pyrimidinyl]-4-fluorobenzoate), C(C#C)O (propargyl alcohol). Solvent: N1=CC=CC=C1 (pyridine). Yields the product ClC1=C(C(=O)OC(C)C)C=C(C(=C1)F)N1C(=NC(=CC1=O)C(F)(F)F)OCC#C (isopropyl 2-chloro-4-fluoro-5-[6-oxo-2-(2-propynyloxy)-4-trifluoromethyl-1(6H)-pyrimidinyl]-benzoate). As a reaction SMILES: [Cl:1][C:2]1[CH:13]=[C:12]([F:14])[C:11]([N:15]2[C:20](=[O:21])[CH:19]=[C:18]([C:22]([F:25])([F:24])[F:23])[N:17]=[C:16]2Cl)=[CH:10][C:3]=1[C:4]([O:6][CH:7]([CH3:9])[CH3:8])=[O:5].[CH2:27]([OH:30])[C:28]#[CH:29]>N1C=CC=CC=1>[Cl:1][C:2]1[CH:13]=[C:12]([F:14])[C:11]([N:15]2[C:20](=[O:21])[CH:19]=[C:18]([C:22]([F:25])([F:24])[F:23])[N:17]=[C:16]2[O:30][CH2:27][C:28]#[CH:29])=[CH:10][C:3]=1[C:4]([O:6][CH:7]([CH3:9])[CH3:8])=[O:5]. Reported procedure: using isopropyl 2-chloro-5-[2-chloro-6-oxo-4-trifluoromethyl-1(6H)-pyrimidinyl]-4-fluorobenzoate and propargyl alcohol with pyridine there is obtained isopropyl 2-chloro-4-fluoro-5-[6-oxo-2-(2-propynyloxy)-4-trifluoromethyl-1(6H)-pyrimidinyl]-benzoate, m.p. 117°-119° C.; Starting materials: NC1=NC=CC(=C1N)N[C@H]1[C@H]([C@@H]2C=C[C@H]1C2)C(=O)N ((1S,2S,3R,4R)-3-(2,3-Diamino-pyridin-4-ylamino)-bicyclo[2.2.1]hept-5-ene-2-carboxylic acid amide), CN1N=CC(=C1)C=O (1-methyl-1H-pyrazole-4-carbaldehyde). Yields the product CN1N=CC(=C1)C1=NC=2C(=NC=CC2N[C@H]2[C@H]([C@@H]3C=C[C@H]2C3)C(=O)N)N1 ((1S,2S,3R,4R)-3-[2-(1-Methyl-1H-pyrazol-4-yl)-3H-imidazo[4,5-b]pyridin-7-ylamino]-bicyclo[2.2.1]hept-5-ene-2-carboxylic acid amide). The yield is 28.2%. As a reaction SMILES: [NH2:1][C:2]1[C:7]([NH2:8])=[C:6]([NH:9][C@@H:10]2[C@@H:15]3[CH2:16][C@@H:12]([CH:13]=[CH:14]3)[C@@H:11]2[C:17]([NH2:19])=[O:18])[CH:5]=[CH:4][N:3]=1.[CH3:20][N:21]1[CH:25]=[C:24]([CH:26]=O)[CH:23]=[N:22]1>>[CH3:20][N:21]1[CH:25]=[C:24]([C:26]2[NH:1][C:2]3=[N:3][CH:4]=[CH:5][C:6]([NH:9][C@@H:10]4[C@@H:15]5[CH2:16][C@@H:12]([CH:13]=[CH:14]5)[C@@H:11]4[C:17]([NH2:19])=[O:18])=[C:7]3[N:8]=2)[CH:23]=[N:22]1. Procedure details: In a similar fashion to Compound LXXXVII, (1S,2S,3R,4R)-3-(2,3-Diamino-pyridin-4-ylamino)-bicyclo[2.2.1]hept-5-ene-2-carboxylic acid amide (50.0 mg, 0.193 mmol) and 1-methyl-1H-pyrazole-4-carbaldehyde (23.4 mg, 0.212 mmol) were reacted to produce 19 mg (28%) of the title compound. mp: 236-238° C., 1H NMR (300 MHz, DMSO-d6): 12.76 (s, 1H), 8.27 (s, 1H), 7.99 (s, 1H), 7.85 (s, 1H), 7.64 (s, 1H), 7.10 (s, 1H), 6.63 (m, 1H), 6.38 (s, 1H), 6.32 (m, 2H), 3.92 (s, 4H), 2.86 (s, 1H), 2.73 (s, 1H), 2.22 ... Reactants: CC(=O)Nc1nc(CCl)cs1, O=C([O-])[O-], CN(C)C=O, c1ccc(C(c2ccccc2)N2CCNCC2)cc1, [K+], [K+]. Yields the product CC(=O)Nc1nc(CN2CCN(C(c3ccccc3)c3ccccc3)CC2)cs1. RXN SMILES: [C:1]([CH3:2])(=[O:3])[NH:4][c:5]1[s:6][cH:7][c:8]([CH2:10][Cl:11])[n:9]1.[C:31](=[O:32])([O-:33])[O-:34].[CH3:37][N:38]([CH3:39])[CH:40]=[O:41].[CH:12]([c:13]1[cH:14][cH:15][cH:16][cH:17][cH:18]1)([c:19]1[cH:20][cH:21][cH:22][cH:23][cH:24]1)[N:25]1[CH2:26][CH2:27][NH:28][CH2:29][CH2:30]1.[K+:35].[K+:36]>>[C:1]([CH3:2])(=[O:3])[NH:4][c:5]1[s:6][cH:7][c:8]([CH2:10][N:28]2[CH2:27][CH2:26][N:25]([CH:12]([c:13]3[cH:14][cH:15][cH:16][cH:17][cH:18]3)[c:19]3[cH:20][cH:21][cH:22][cH:23][cH:24]3)[CH2:30][CH2:29]2)[n:9]1. The reactants are C(C=C)[C@H](C1=CC2=C(C=C1)OCO2)N=C=O ((R)-α-Allyl-(3,4-methylenedioxy)benzyl isocyanate), [OH-].[NH4+] (ammonium hydroxide). The solvent is C1CCOC1 (THF). Reaction conditions: time 1 hour. Product: C(C=C)[C@H](C1=CC2=C(C=C1)OCO2)NC(=O)N (N-[(R)-α-Allyl-(3,4-methylenedioxy)benzyl] urea). Yield: 92.8%. Reaction SMILES: [CH2:1]([C@@H:4]([N:14]=[C:15]=[O:16])[C:5]1[CH:10]=[CH:9][C:8]2[O:11][CH2:12][O:13][C:7]=2[CH:6]=1)[CH:2]=[CH2:3].[OH-].[NH4+:18]>C1COCC1>[CH2:1]([C@@H:4]([NH:14][C:15]([NH2:18])=[O:16])[C:5]1[CH:10]=[CH:9][C:8]2[O:11][CH2:12][O:13][C:7]=2[CH:6]=1)[CH:2]=[CH2:3] |f:1.2|. Reported procedure: To a solution of (R)-α-allyl-(3,4-methylenedioxy)benzyl isocyanate (6) (400 mg, 1.84 mmol) in THF (10 mL) was added 7.4 M ammonium hydroxide (0.75 mL, 5.5 mmol). The reaction was stirred at room temperature for 1 hour and was then evaporated to dryness in vacuo. The residue was flash chromatographed using 60%-100% ethyl acetate/hexanes to obtain 400 mg (93%) of the title compound as a white solid. NMR (CDCl3): δ 2.46 (t, J=7 Hz, 2 H), 3.8-4.8 (v b s, 2 H), 4.59 (v br q, J=7 Hz, 1 H), 5.0-5.2 (m,...